This data is from the Open Reaction Database (ORD), a public repository of structured organic reaction records. The task is: describe an organic reaction: reactants, conditions, products, and yield Starting materials: O=C([O-])[O-], C=CCBr, CC#N, [Cl-], O=C1C2=CCCCN2C(=O)N1c1cc(O)c(Cl)cc1Cl, [K+], [K+], [NH4+]. Yields the product C=CCOc1cc(N2C(=O)C3=CCCCN3C2=O)c(Cl)cc1Cl. Reaction SMILES: [C:25](=[O:26])([O-:27])[O-:28].[CH2:21]([CH:22]=[CH2:23])[Br:24].[CH3:33][C:34]#[N:35].[Cl-:31].[Cl:1][c:2]1[c:3]([N:10]2[C:11](=[O:20])[N:12]3[C:13](=[CH:14][CH2:15][CH2:16][CH2:17]3)[C:18]2=[O:19])[cH:4][c:5]([OH:9])[c:6]([Cl:8])[cH:7]1.[K+:29].[K+:30].[NH4+:32]>>[Cl:1][c:2]1[c:3]([N:10]2[C:11](=[O:20])[N:12]3[C:13](=[CH:14][CH2:15][CH2:16][CH2:17]3)[C:18]2=[O:19])[cH:4][c:5]([O:9][CH2:23][CH:22]=[CH2:21])[c:6]([Cl:8])[cH:7]1. Yields the product C(C)(C)(C)OC(NC(C(=O)N1CCN(CC1)C(CN(CC)CC)C1=C(C=CC=C1)F)CC1=CC=C(C=C1)Cl)=O ((1-(4-Chloro-benzyl)-2-{4-[2-diethylamino-1-(2-fluoro-phenyl)-ethyl]-piperazin-1-yl}-2-oxo-ethyl)-carbamic acid tert-butyl ester). Procedure details: To Diethyl-[2-(2-fluoro-phenyl)-2-piperazin-1-yl-ethyl]-amine (513) (0.206 g, 0.738 mmol) was added Boc-4-chloro-D-Phe (0.221 g, 0.738 mmol), 1-[3-(Dimethylamino)propyl]-3-ethylcarbodiimide hydrochloride (0.141 g, 0.738 mmol), 1-Hydroxybenzotriazole hydrate (0.099 g, 0.738 mmol), DCM (5.0 mL) and 4-methylmorpholine (0.243 mL, 2.215 mmol). The reaction was allowed to stir at room temperature for 4 h. The reaction mixture was concentrated to dryness. The resulting residue was taken up in EtOAc (30... Reactants: C(C)N(CC(N1CCNCC1)C1=C(C=CC=C1)F)CC (Diethyl-[2-(2-fluoro-phenyl)-2-piperazin-1-yl-ethyl]-amine), N([C@H](CC1=CC=C(C=C1)Cl)C(=O)O)C(=O)OC(C)(C)C (Boc-4-chloro-D-Phe), Cl.CN(CCCN=C=NCC)C (1-[3-(Dimethylamino)propyl]-3-ethylcarbodiimide hydrochloride), O.ON1N=NC2=C1C=CC=C2 (1-Hydroxybenzotriazole hydrate), CN1CCOCC1 (4-methylmorpholine). RXN SMILES: [CH2:1]([N:3]([CH2:19][CH3:20])[CH2:4][CH:5]([C:12]1[CH:17]=[CH:16][CH:15]=[CH:14][C:13]=1[F:18])[N:6]1[CH2:11][CH2:10][NH:9][CH2:8][CH2:7]1)[CH3:2].[NH:21]([C:34]([O:36][C:37]([CH3:40])([CH3:39])[CH3:38])=[O:35])[C@@H:22]([C:31](O)=[O:32])[CH2:23][C:24]1[CH:29]=[CH:28][C:27]([Cl:30])=[CH:26][CH:25]=1.Cl.CN(C)CCCN=C=NCC.O.ON1C2C=CC=CC=2N=N1.CN1CCOCC1>C(Cl)Cl>[C:37]([O:36][C:34](=[O:35])[NH:21][CH:22]([CH2:23][C:24]1[CH:25]=[CH:26][C:27]([Cl:30])=[CH:28][CH:29]=1)[C:31]([N:9]1[CH2:8][CH2:7][N:6]([CH:5]([C:12]2[CH:17]=[CH:16][CH:15]=[CH:14][C:13]=2[F:18])[CH2:4][N:3]([CH2:1][CH3:2])[CH2:19][CH3:20])[CH2:11][CH2:10]1)=[O:32])([CH3:40])([CH3:38])[CH3:39] |f:2.3,4.5|. The yield is 99.0%. Reaction conditions: time 4 hour. Solvent: C(Cl)Cl (DCM).